From a dataset of the Open Reaction Database (ORD), a public repository of structured organic reaction records. describe an organic reaction: reactants, conditions, products, and yield The reactants are ClC1=C(C(=CC=C1)Cl)CC(=O)O (2,6-dichlorophenyl acetic acid), CN(C)C=O (DMF), S(=O)(Cl)Cl (thionyl chloride). Run in C1(=CC=CC=C1)C (toluene). Conditions: time 12 hour. Product: ClC1=C(C(=CC=C1)Cl)CC(=O)Cl (2,6-dichloro-phenylacetyl chloride). RXN SMILES: [Cl:1][C:2]1[CH:7]=[CH:6][CH:5]=[C:4]([Cl:8])[C:3]=1[CH2:9][C:10]([OH:12])=O.CN(C=O)C.S(Cl)([Cl:20])=O>C1(C)C=CC=CC=1>[Cl:1][C:2]1[CH:7]=[CH:6][CH:5]=[C:4]([Cl:8])[C:3]=1[CH2:9][C:10]([Cl:20])=[O:12]. Procedure details: To a mixture of 2,6-dichlorophenyl acetic acid (100 g, 487 mmol) and DMF (1.5 mL) in toluene (600 mL) was added thionyl chloride (116 g, 974 mmol). The resulting mixture was stirred at rt. After 12 h, the solution was concentrated to provide 2,6-dichloro-phenylacetyl chloride as colorless oil. MS (ESI): mass calcd. for C8H5Cl3O, 221.94; m/z found, 223.0 [M+H]+. 1H NMR (CDCl3): 7.33 (d, J=8.1 Hz, 2H), 7.29-7.24 (m, 1H), 4.56 (s, 2H). A suspension of the crude 2,6-dichloro-phenylacetyl chloride an... Reactants: CC1=CC=C(C=C1)N1CCNCC1 (1-(4-methylphenyl)piperazine), ClCCC(COC1=CC=C(C=C1)F)O (4-chloro-1-(4-fluorophenoxy)-2-butanol), [Na] (sodium), [I-].[K+] (potassium iodide). Solvent: CC(C)O (2-propanol), C(CCC)O (1-butanol). The product is Cl.Cl.FC1=CC=C(OCC(CCN2CCN(CC2)C2=CC=C(C=C2)C)O)C=C1 (1-(4-Fluorophenoxy)-4-[4-(4-methylphenyl)-1-piperazinyl]-2-butanol dihydrochloride), Cl (hydrogen chloride). As a reaction SMILES: [CH3:1][C:2]1[CH:7]=[CH:6][C:5]([N:8]2[CH2:13][CH2:12][NH:11][CH2:10][CH2:9]2)=[CH:4][CH:3]=1.[Cl:14][CH2:15][CH2:16][CH:17]([OH:27])[CH2:18][O:19][C:20]1[CH:25]=[CH:24][C:23]([F:26])=[CH:22][CH:21]=1.[Na].[I-].[K+]>CC(O)C.C(O)CCC>[ClH:14].[ClH:14].[F:26][C:23]1[CH:24]=[CH:25][C:20]([O:19][CH2:18][CH:17]([OH:27])[CH2:16][CH2:15][N:11]2[CH2:12][CH2:13][N:8]([C:5]3[CH:4]=[CH:3][C:2]([CH3:1])=[CH:7][CH:6]=3)[CH2:9][CH2:10]2)=[CH:21][CH:22]=1.[ClH:14] |f:3.4,7.8.9,^1:27|. Procedure details: This compound was prepared according to the procedure of Example 97. A mixture of 1.8 g (0.01 mole) of 1-(4-methylphenyl)piperazine, 2.2 g (0.01 mole) of 4-chloro-1-(4-fluorophenoxy)-2-butanol, 5.2 g (0.05 mole) of anhydrous sodium carboate, and 0.1 g of potassium iodide in a total volume of 200 ml of 1-butanol gave a golden oil as residue. The hydrochloride was formed in 2-propanol saturated with hydrogen chloride and the collected solid was recrystallized from methanol-water-ethyl ether to giv... The reactants are O=C1NC=2C(N1C(=O)OC(C)(C)C)=CSC2C=2SC(=C1C2OCCO1)C=1SC=C2N(C(NC21)=O)C(=O)OC(C)(C)C (tert-butyl 4-[7-(2,3-dihydro-2-oxo-1-tert-butoxycarbonyl-1H-thieno[3,4-d]imidazol-4-yl)-2,3-dihydrothieno[3,4-b]-1,4-dioxin-5-yl]-2,3-dihydro-2-oxo-1H-thieno[3,4-d]imidazole-1-carboxylate), FC(C(=O)O)(F)F (trifluoroacetic acid), C([O-])([O-])=O.[Na+].[Na+] (sodium carbonate). Run in C(C)(=O)OCC (Ethyl acetate). Reaction conditions: time 3 hour. The product is O=C1NC=2C(N1)=CSC2C=2SC(=C1C2OCCO1)C=1SC=C2NC(NC21)=O (4-[7-(2,3-dihydro-2-oxo-1H-thieno[3,4-d]imidazol-4-yl)-2,3-dihydrothieno[3,4-b]-1,4-dioxin-5-yl]-2,3-dihydro-1H-thieno[3,4-d]imidazol-2-one). As a reaction SMILES: [O:1]=[C:2]1[N:6](C(OC(C)(C)C)=O)[C:5]2=[CH:14][S:15][C:16]([C:17]3[S:18][C:19]([C:26]4[S:27][CH:28]=[C:29]5[C:33]=4[NH:32][C:31](=[O:34])[N:30]5C(OC(C)(C)C)=O)=[C:20]4[O:25][CH2:24][CH2:23][O:22][C:21]=34)=[C:4]2[NH:3]1.FC(F)(F)C(O)=O.C(=O)([O-])[O-].[Na+].[Na+]>C(OCC)(=O)C>[O:1]=[C:2]1[NH:6][C:5]2=[CH:14][S:15][C:16]([C:17]3[S:18][C:19]([C:26]4[S:27][CH:28]=[C:29]5[C:33]=4[NH:32][C:31](=[O:34])[NH:30]5)=[C:20]4[O:25][CH2:24][CH2:23][O:22][C:21]=34)=[C:4]2[NH:3]1 |f:2.3.4|. Reported procedure: To the obtained tert-butyl 4-[7-(2,3-dihydro-2-oxo-1-tert-butoxycarbonyl-1H-thieno[3,4-d]imidazol-4-yl)-2,3-dihydrothieno[3,4-b]-1,4-dioxin-5-yl]-2,3-dihydro-2-oxo-1H-thieno[3,4-d]imidazole-1-carboxylate was added 40 equivalents of trifluoroacetic acid, and then a reaction was performed at 25° C. for 3 hours. The resulting reaction liquid was dropped slowly to a saturated aqueous sodium carbonate solution to neutralize, thereby stopping the reaction. Ethyl acetate was added to the reaction liqui... The reactants are ClCCl, O=C(O)CC1(O)CCc2c(F)cc(F)cc21, O=C(O)C(F)(F)F. Product: O=C(O)C=C1CCc2c(F)cc(F)cc21. RXN SMILES: [Cl:24][CH2:25][Cl:26].[F:8][c:9]1[c:10]2[c:14]([cH:15][c:16]([F:18])[cH:17]1)[C:13]([OH:19])([CH2:20][C:21](=[O:22])[OH:23])[CH2:12][CH2:11]2.[OH:1][C:2]([C:3]([F:4])([F:5])[F:6])=[O:7]>>[F:8][c:9]1[c:10]2[c:14]([cH:15][c:16]([F:18])[cH:17]1)[C:13](=[CH:20][C:21](=[O:22])[OH:23])[CH2:12][CH2:11]2.